This data is from the Open Reaction Database (ORD), a public repository of structured organic reaction records. The task is: describe an organic reaction: reactants, conditions, products, and yield The reactants are Cl (hydrochloric acid), C[Li] (methyllithium), COC1=NC(=NC(=C1)OC)NC(=O)NS(=O)(=O)C1=C(C=CC=C1)C(=O)O (N-[(4,6-dimethoxypyrimidin-2-yl)aminocarbonyl]-2-carboxybenzenesulfonamide). The solvent is CCOCC (ether), O1CCCC1 (tetrahydrofuran). Run at time 4 hour. Product: COC1=NC(=NC(=C1)OC)NC(=O)NS(=O)(=O)C1=C(C=CC=C1)C(C)=O (N-[(4,6-Dimethoxypyrimidin-2-yl)aminocarbonyl]-2-acetylbenzenesulfonamide). As a reaction SMILES: [CH3:1][Li].[CH3:3][O:4][C:5]1[CH:10]=[C:9]([O:11][CH3:12])[N:8]=[C:7]([NH:13][C:14]([NH:16][S:17]([C:20]2[CH:25]=[CH:24][CH:23]=[CH:22][C:21]=2[C:26](O)=[O:27])(=[O:19])=[O:18])=[O:15])[N:6]=1.Cl>CCOCC.O1CCCC1>[CH3:12][O:11][C:9]1[CH:10]=[C:5]([O:4][CH3:3])[N:6]=[C:7]([NH:13][C:14]([NH:16][S:17]([C:20]2[CH:25]=[CH:24][CH:23]=[CH:22][C:21]=2[C:26](=[O:27])[CH3:1])(=[O:19])=[O:18])=[O:15])[N:8]=1. Procedure: A methyllithium solution in ether (1.4M, 40 ml) was added to a solution of 1.0 g of N-[(4,6-dimethoxypyrimidin-2-yl)aminocarbonyl]-2-carboxybenzenesulfonamide in 50 ml of dry tetrahydrofuran at room temperature. The resulting yellow slurry was stirred for 4 hours and the dilute hydrochloric acid was added. The mixture was then extracted with methylene chloride. The organic extracts were washed, dried, and evaporated in vacuo to dryness. The crude product was purified by preparative TLC, eluted w...